Dataset: the Open Reaction Database (ORD), a public repository of structured organic reaction records. Task: describe an organic reaction: reactants, conditions, products, and yield The reactants are Cl (hydrochloric acid), C(C1=CC=CC=C1)OC1=CC=C(C=C1)C1(C(C2=C(C(=C(C(=C2C1)OC)OC)OC)OC)=O)C(=O)OCC (Ethyl 2-(4-benzyloxyphenyl)-4,5,6,7-tetramethoxy-1-oxo-2-indancarboxylate), C(C)O (ethanol), [BH4-].[Na+] (sodium borohydride). The solvent is O (Water). Conditions: time 6 hour. Yields the product C(C1=CC=CC=C1)OC1=CC=C(C=C1)C1(C(C2=C(C(=C(C(=C2C1)OC)OC)OC)OC)O)C(=O)OCC (ethyl 2-(4-benzyloxyphenyl)-1-hydroxy-4,5,6,7-tetramethoxy-2-indancarboxylate). The yield is 79.6%. Reaction SMILES: [CH2:1]([O:8][C:9]1[CH:14]=[CH:13][C:12]([C:15]2([C:33]([O:35][CH2:36][CH3:37])=[O:34])[CH2:23][C:22]3[C:17](=[C:18]([O:30][CH3:31])[C:19]([O:28][CH3:29])=[C:20]([O:26][CH3:27])[C:21]=3[O:24][CH3:25])[C:16]2=[O:32])=[CH:11][CH:10]=1)[C:2]1[CH:7]=[CH:6][CH:5]=[CH:4][CH:3]=1.C(O)C.[BH4-].[Na+].Cl>O>[CH2:1]([O:8][C:9]1[CH:10]=[CH:11][C:12]([C:15]2([C:33]([O:35][CH2:36][CH3:37])=[O:34])[CH2:23][C:22]3[C:17](=[C:18]([O:30][CH3:31])[C:19]([O:28][CH3:29])=[C:20]([O:26][CH3:27])[C:21]=3[O:24][CH3:25])[CH:16]2[OH:32])=[CH:13][CH:14]=1)[C:2]1[CH:7]=[CH:6][CH:5]=[CH:4][CH:3]=1 |f:2.3|. Procedure details: Ethyl 2-(4-benzyloxyphenyl)-4,5,6,7-tetramethoxy-1-oxo-2-indancarboxylate (3.78 g, 7.46 mmols) was dissolved in ethanol (40 mmols), and sodium borohydride (564 mg, 14.9 mmols) was added thereto with cooling with ice. The reaction mixture was warmed to room temperature, and then stirred for further 6 hours. Water was added to the reaction mixture, which was neutralized with 10% hydrochloric acid, and then extracted with ethyl acetate. The organic layer was washed with water and a saturated aqueou... Reactants: C(=O)(OC)C1=CC=C(C=C1)CC(C)=NO (1-(4-Carbomethoxyphenyl)propan-2-one oxime), [H][H] (hydrogen). The reagents and catalysts are [Pt]=O (platinum oxide). Solvent: C(Cl)(Cl)Cl (chloroform), alcohol. Product: C(=O)(OC)C1=CC=C(C=C1)CC(N)C (2-(4-Carbomethoxyphenyl)-1-methylethanamine). Reaction SMILES: [C:1]([C:5]1[CH:10]=[CH:9][C:8]([CH2:11][C:12](=[N:14]O)[CH3:13])=[CH:7][CH:6]=1)([O:3][CH3:4])=[O:2].[H][H]>C(Cl)(Cl)Cl.[Pt]=O>[C:1]([C:5]1[CH:10]=[CH:9][C:8]([CH2:11][CH:12]([CH3:13])[NH2:14])=[CH:7][CH:6]=1)([O:3][CH3:4])=[O:2]. Reported procedure: 1-(4-Carbomethoxyphenyl)propan-2-one oxime (10.0 g) in absolute alcohol (200 ml) and chloroform (25 ml) was hydrogenated on a Parr hydrogenator at 50 psi and at 50° in the presence of platinum oxide (250 mg) until hydrogen uptake had ceased. The catalyst was removed and the residue was recrystallised as the hydrochloride from methanol/ethyl acetate, mp 206°-210° (8.5 g). γ (d6DMSO) 8.84 (3H, d, 6 Hz), 6.2-7.5 (3H, m), 6.17 (3H, s), 2.59 (2H, d, J=8 Hz), 2.09 (2H, d, J=8 Hz), 1.50 (2H, br). The reactants are CC(C)(C)OC(=O)Cn1c(SCc2ccccc2)nc2cc([N+](=O)[O-])ccc21, ClCCl, O=C(O)C(F)(F)F. Product: O=C(O)Cn1c(SCc2ccccc2)nc2cc([N+](=O)[O-])ccc21. As a reaction SMILES: [CH2:1]([c:2]1[cH:3][cH:4][cH:5][cH:6][cH:7]1)[S:8][c:9]1[n:10][c:11]2[c:12]([n:13]1[CH2:14][C:15](=[O:16])[O:17][C:18]([CH3:19])([CH3:20])[CH3:21])[cH:22][cH:23][c:24]([N+:26](=[O:27])[O-:28])[cH:25]2.[Cl:36][CH2:37][Cl:38].[F:29][C:30]([F:31])([F:32])[C:33]([OH:34])=[O:35]>>[CH2:1]([c:2]1[cH:3][cH:4][cH:5][cH:6][cH:7]1)[S:8][c:9]1[n:10][c:11]2[c:12]([n:13]1[CH2:14][C:15](=[O:16])[OH:17])[cH:22][cH:23][c:24]([N+:26](=[O:27])[O-:28])[cH:25]2. Reactants: COC=1C=CC(=CC1)P2(=S)SP(=S)(S2)C=3C=CC(=CC3)OC (Lawesson's reagent), O=C1CN(CCN1)C(=O)OCC1=CC=CC=C1 (benzyl 3-oxo-1-piperazinecarboxylate). The solvent is O1CCCC1 (tetrahydrofuran). The product is S=C1CN(CCN1)C(=O)OCC1=CC=CC=C1 (Benzyl 3-thioxo-1-piperazinecarboxylate). As a reaction SMILES: COC1C=CC(P2(SP(C3C=CC(OC)=CC=3)(=S)S2)=[S:10])=CC=1.O=[C:24]1[NH:29][CH2:28][CH2:27][N:26]([C:30]([O:32][CH2:33][C:34]2[CH:39]=[CH:38][CH:37]=[CH:36][CH:35]=2)=[O:31])[CH2:25]1>O1CCCC1>[S:10]=[C:24]1[NH:29][CH2:28][CH2:27][N:26]([C:30]([O:32][CH2:33][C:34]2[CH:39]=[CH:38][CH:37]=[CH:36][CH:35]=2)=[O:31])[CH2:25]1. Procedure: Lawesson's reagent (10.1 g, 20 mmol) was added to a solution of benzyl 3-oxo-1-piperazinecarboxylate (10 g, 43 mmol) in tetrahydrofuran (110 mL), and the reaction heated under reflux for 4 hours. The cooled mixture was concentrated under reduced pressure and the residue partitioned between 1N sodium hydroxide solution (150 mL) and ethyl acetate (250 mL), and the layers separated. The organic extract was washed with 1N sodium hydroxide solution (2×100 mL), then brine (100 mL), and the combined aq... Reactants: COc1ccc(CN2Cc3c(F)c(NC(CC(C)C)C(N)=O)nc(-c4cnn(C)c4)c3C2=O)c(OC)c1, O=C(O)C(F)(F)F. The product is CC(C)CC(Nc1nc(-c2cnn(C)c2)c2c(c1F)CNC2=O)C(N)=O. RXN SMILES: [CH3:1][O:2][c:3]1[cH:4][c:5]([O:32][CH3:33])[cH:34][cH:35][c:36]1[CH2:37][N:6]1[C:7](=[O:31])[c:8]2[c:9](-[c:25]3[cH:26][n:27][n:28]([CH3:30])[cH:29]3)[n:10][c:11]([NH:16][CH:17]([C:18](=[O:19])[NH2:20])[CH2:21][CH:22]([CH3:23])[CH3:24])[c:12]([F:15])[c:13]2[CH2:14]1.[F:38][C:39]([F:40])([F:41])[C:42]([OH:43])=[O:44]>>[NH:6]1[C:7](=[O:31])[c:8]2[c:9](-[c:25]3[cH:26][n:27][n:28]([CH3:30])[cH:29]3)[n:10][c:11]([NH:16][CH:17]([C:18](=[O:19])[NH2:20])[CH2:21][CH:22]([CH3:23])[CH3:24])[c:12]([F:15])[c:13]2[CH2:14]1. The reactants are COc1cc2c(cc1OCc1ccccc1)CCC1C2CCC2(C)C(OCCO[Si](C)(C)C(C)(C)C)CCC12, C1CCOC1, [H][H]. The product is COc1cc2c(cc1O)CCC1C2CCC2(C)C(OCCO[Si](C)(C)C(C)(C)C)CCC12. Reaction SMILES: [CH2:1]([c:2]1[cH:3][cH:4][cH:5][cH:6][cH:7]1)[O:8][c:9]1[c:10]([O:38][CH3:39])[cH:11][c:12]2[c:24]([cH:25]1)[CH2:23][CH2:22][CH:21]1[CH:13]2[CH2:14][CH2:15][C:16]2([CH3:37])[CH:17]([O:26][CH2:27][CH2:28][O:29][Si:30]([CH3:31])([CH3:32])[C:33]([CH3:34])([CH3:35])[CH3:36])[CH2:18][CH2:19][CH:20]21.[CH2:42]1[O:43][CH2:44][CH2:45][CH2:46]1.[H:40][H:41]>>[OH:8][c:9]1[c:10]([O:38][CH3:39])[cH:11][c:12]2[c:24]([cH:25]1)[CH2:23][CH2:22][CH:21]1[CH:13]2[CH2:14][CH2:15][C:16]2([CH3:37])[CH:17]([O:26][CH2:27][CH2:28][O:29][Si:30]([CH3:31])([CH3:32])[C:33]([CH3:34])([CH3:35])[CH3:36])[CH2:18][CH2:19][CH:20]21. The reactants are C[Si](C)(C)I, CC#N, CCn1ccc(NC(=O)c2cc(Oc3ccc4c(c3Cl)OCCN(C)C4=O)cc(OC(C)COC)c2)n1, [Na+], [Na+], O=S([O-])([O-])=S. The product is CCn1ccc(NC(=O)c2cc(Oc3ccc4c(c3Cl)OCCN(C)C4=O)cc(OC(C)CO)c2)n1. As a reaction SMILES: [CH3:38][Si:39]([I:40])([CH3:41])[CH3:42].[CH3:50][C:51]#[N:52].[Cl:1][c:2]1[c:3]([O:15][c:16]2[cH:17][c:18]([C:19](=[O:20])[NH:21][c:22]3[n:23][n:24]([CH2:27][CH3:28])[cH:25][cH:26]3)[cH:29][c:30]([O:32][CH:33]([CH2:34][O:35][CH3:36])[CH3:37])[cH:31]2)[cH:4][cH:5][c:6]2[c:12]1[O:11][CH2:10][CH2:9][N:8]([CH3:13])[C:7]2=[O:14].[Na+:48].[Na+:49].[S:43]([O-:44])([O-:45])(=[O:46])=[S:47]>>[Cl:1][c:2]1[c:3]([O:15][c:16]2[cH:17][c:18]([C:19](=[O:20])[NH:21][c:22]3[n:23][n:24]([CH2:27][CH3:28])[cH:25][cH:26]3)[cH:29][c:30]([O:32][CH:33]([CH2:34][OH:35])[CH3:37])[cH:31]2)[cH:4][cH:5][c:6]2[c:12]1[O:11][CH2:10][CH2:9][N:8]([CH3:13])[C:7]2=[O:14]. The reactants are CCC(CC)N1C(=O)Cc2c1cc(C)nc2Oc1c(C)cc(C)cc1C, C1CCOC1, [Li]CCCC, CI, CCCCCC. The product is CCC(CC)N1C(=O)C(C)c2c1cc(C)nc2Oc1c(C)cc(C)cc1C. Reaction SMILES: [CH2:1]([CH3:2])[CH:3]([CH2:4][CH3:5])[N:6]1[C:7](=[O:26])[CH2:8][c:9]2[c:10]([O:16][c:17]3[c:18]([CH3:25])[cH:19][c:20]([CH3:24])[cH:21][c:22]3[CH3:23])[n:11][c:12]([CH3:15])[cH:13][c:14]21.[CH2:34]1[O:35][CH2:36][CH2:37][CH2:38]1.[CH3:27][CH2:28][CH2:29][CH2:30][Li:31].[CH3:32][I:33].[CH3:39][CH2:40][CH2:41][CH2:42][CH2:43][CH3:44]>>[CH2:1]([CH3:2])[CH:3]([CH2:4][CH3:5])[N:6]1[C:7](=[O:26])[CH:8]([CH3:27])[c:9]2[c:10]([O:16][c:17]3[c:18]([CH3:25])[cH:19][c:20]([CH3:24])[cH:21][c:22]3[CH3:23])[n:11][c:12]([CH3:15])[cH:13][c:14]21. The reactants are FC1=CC2=C(C=3CCC(NC3CC2)=O)C=C1 (8-fluoro-1,4,5,6-tetrahydrobenzo[f]quinolin-3(2H)-one), [H-].[Al+3].[Li+].[H-].[H-].[H-] (lithium aluminum hydride), [OH-].[Na+] (sodium hydroxide). Run in O1CCCC1 (tetrahydrofuran). Conditions: time 150 minute. The product is FC1=CC2=C(C=3CCCNC3CC2)C=C1 (8-fluoro-1,2,3,4,5,6-hexahydrobenzo[f]quinoline). RXN SMILES: [F:1][C:2]1[CH:16]=[CH:15][C:5]2[C:6]3[CH2:7][CH2:8][C:9](=O)[NH:10][C:11]=3[CH2:12][CH2:13][C:4]=2[CH:3]=1.[H-].[Al+3].[Li+].[H-].[H-].[H-].[OH-].[Na+]>O1CCCC1>[F:1][C:2]1[CH:16]=[CH:15][C:5]2[C:6]3[CH2:7][CH2:8][CH2:9][NH:10][C:11]=3[CH2:12][CH2:13][C:4]=2[CH:3]=1 |f:1.2.3.4.5.6,7.8|. Reported procedure: 6.20 g of 8-fluoro-1,4,5,6-tetrahydrobenzo[f]quinolin-3(2H)-one are added portionwise under nitrogen within 35 minutes at 20° to 25° to a stirred suspension of 2.17 g of lithium aluminum hydride in 60 ml of dry tetrahydrofuran. The reaction mixture is boiled for 150 minutes under reflux and then treated at 0° to 10° with 7.0 ml of 6.5N sodium hydroxide solution. The mixture is filtered, rinsed several times with 20 ml of tetrahydrofuran each time and the solvent is distilled in a vacuum. The thu... The reactants are NC1=C(C(=NO1)C)Br (5-amino-4-bromo-3-methylisoxazole), C(CC1=CC=CC=C1)C1=C(SC=C1)S(=O)(=O)Cl (3-phenethyl-2-thiophenesulfonyl chloride). As a reaction SMILES: [NH2:1][C:2]1[O:6][N:5]=[C:4]([CH3:7])[C:3]=1[Br:8].[CH2:9]([C:17]1[CH:21]=[CH:20][S:19][C:18]=1[S:22](Cl)(=[O:24])=[O:23])[CH2:10][C:11]1[CH:16]=[CH:15][CH:14]=[CH:13][CH:12]=1>>[Br:8][C:3]1[C:4]([CH3:7])=[N:5][O:6][C:2]=1[NH:1][S:22]([C:18]1[S:19][CH:20]=[CH:21][C:17]=1[CH2:9][CH2:10][C:11]1[CH:12]=[CH:13][CH:14]=[CH:15][CH:16]=1)(=[O:23])=[O:24]. Procedure details: N-(4-bromo-3-methyl-5-isoxazolyl)-3-phenethylthiophene-2-sulfonamide was prepared in the same manner as described in Example 2 from 5-amino-4-bromo-3-methylisoxazole and 3-phenethyl-2-thiophenesulfonyl chloride in 48% yield. This was purified by HPLC (5% CH3CN to 100% CH3CN over 30 min.) to give a solid. Yield: 48.0%. Yields the product BrC=1C(=NOC1NS(=O)(=O)C=1SC=CC1CCC1=CC=CC=C1)C (N-(4-bromo-3-methyl-5-isoxazolyl)-3-phenethylthiophene-2-sulfonamide).